This data is from the Open Reaction Database (ORD), a public repository of structured organic reaction records. The task is: describe an organic reaction: reactants, conditions, products, and yield The reactants are N#CC1=CC=CC(=C1)C(=O)N(C(C)C)C(C)C. The reagents and catalysts are O1B(OC(C)(C)C1(C)C)B2OC(C)(C)C(O2)(C)C, O=C1C=CC=2C=CC=C(C3=CN=C(C=C3)C=4N=CC=CC4)C2N1, C[OH2+].C[OH2+].C1CC=CCCC=C1.C1CC=CCCC=C1.[Ir].[Ir], [K].OC(C)(C)C. Solvent: O1CCCC1. Reaction conditions: temperature 80 celsius, time 12 hour. Product: N#CC=1C=C(C=C(C1)C(=O)N(C(C)C)C(C)C)B2OC(C)(C)C(O2)(C)C. Yield: 81.0%. Reported procedure: In an argon filled glove box, a 5.0 mL wheaton microreactor was charged with [Ir(cod)(OMe)]2 (1.98 mg, 1.5 mol%), L1 ligand (2.1 mg, 3.5 mol%), B2pin2 (50.8 mg, 1.0 equiv.), KOtBu (1.0 mg, 4.5 mol%) and dry THF (1.0 mL). The reaction mixture was stirred for 2 minutes at room temperature. To this mixture, 3-cyano-N,N-diisopropylbenzamide (46.0 mg, 0.2 mmol) was added. The microreactor was capped with a teflon pressure cap and placed into pre-heated aluminum block at 80 oC. The reaction mixture wa... Procedure: The 4-(4-chloro-5,7-difluoro-3-methylquinolin-2-yl)piperazin-2-one (30 mg, 0.096 mmol) was dissolved in THF (1.0 mL) and sodium hydride (10.0 mg, 0.42 mmol) (60% suspension) was added followed by addition of iodomethane (17.0 μL, 0.27 mmol). The mixture was stirred for 1.5 h, then diluted with water. The mixture was extracted with EtOAc (2×15 mL). The combined organic layers were dried over magnesium sulfate. The filtrate was concentrated to give the desired product. Mass Spectrum (ESI) m/e=326.... Product: ClC1=C(C(=NC2=CC(=CC(=C12)F)F)N1CC(N(CC1)C)=O)C (4-(4-Chloro-5,7-difluoro-3-methylquinolin-2-yl)-1-methylpiperazin-2-one). As a reaction SMILES: [Cl:1][C:2]1[C:11]2[C:6](=[CH:7][C:8]([F:13])=[CH:9][C:10]=2[F:12])[N:5]=[C:4]([N:14]2[CH2:19][CH2:18][NH:17][C:16](=[O:20])[CH2:15]2)[C:3]=1[CH3:21].[H-].[Na+].I[CH3:25]>C1COCC1.O>[Cl:1][C:2]1[C:11]2[C:6](=[CH:7][C:8]([F:13])=[CH:9][C:10]=2[F:12])[N:5]=[C:4]([N:14]2[CH2:19][CH2:18][N:17]([CH3:25])[C:16](=[O:20])[CH2:15]2)[C:3]=1[CH3:21] |f:1.2|. Run in O (water), C1CCOC1 (THF). The reactants are [H-].[Na+] (sodium hydride), ClC1=C(C(=NC2=CC(=CC(=C12)F)F)N1CC(NCC1)=O)C (4-(4-chloro-5,7-difluoro-3-methylquinolin-2-yl)piperazin-2-one), IC (iodomethane). Reaction conditions: time 1.5 hour. The reactants are CC(C)CN1C(=O)C2CC2(c2ccc([N+](=O)[O-])cc2)C1=O, CCO. Yields the product CC(C)CN1C(=O)C2CC2(c2ccc(N)cc2)C1=O. As a reaction SMILES: [CH2:1]([CH:2]([CH3:3])[CH3:4])[N:5]1[C:6](=[O:21])[C:7]2([c:12]3[cH:13][cH:14][c:15]([N+:18]([O-:19])=[O:20])[cH:16][cH:17]3)[CH2:8][CH:9]2[C:10]1=[O:11].[CH3:22][CH2:23][OH:24]>>[CH2:1]([CH:2]([CH3:3])[CH3:4])[N:5]1[C:6](=[O:21])[C:7]2([c:12]3[cH:13][cH:14][c:15]([NH2:18])[cH:16][cH:17]3)[CH2:8][CH:9]2[C:10]1=[O:11]. Reactants: CCOC(=O)C(C)(CSC(C)=O)Cc1cnc(N(C(=O)OC(C)(C)C)C(=O)OC(C)(C)C)c(C)c1, O=C(O)C(F)(F)F. The product is CCOC(=O)C(C)(CSC(C)=O)Cc1cnc(N)c(C)c1. As a reaction SMILES: [CH2:1]([CH3:2])[O:3][C:4]([C:5]([CH2:6][c:7]1[cH:8][n:9][c:10]([N:14]([C:15]([O:16][C:17]([CH3:18])([CH3:19])[CH3:20])=[O:21])[C:22]([O:23][C:24]([CH3:25])([CH3:26])[CH3:27])=[O:28])[c:11]([CH3:13])[cH:12]1)([CH3:29])[CH2:30][S:31][C:32]([CH3:33])=[O:34])=[O:35].[F:36][C:37]([F:38])([F:39])[C:40]([OH:41])=[O:42]>>[CH2:1]([CH3:2])[O:3][C:4]([C:5]([CH2:6][c:7]1[cH:8][n:9][c:10]([NH2:14])[c:11]([CH3:13])[cH:12]1)([CH3:29])[CH2:30][S:31][C:32]([CH3:33])=[O:34])=[O:35]. The reactants are ClC=1C=C2C(C(NC2=CC1)=O)(N(C)C)C1=C(C=CC=C1)Cl (5-chloro-3-(2-chlorophenyl)-1,3-dihydro-3-(dimethylamino)indol-2-one), C(C)N(C(NC1=CC=C(C=C1)S(=O)(=O)Cl)=O)CC (4-(N',N'-diethylureido)benzenesulfonyl chloride). Solvent: CCCCCC.CCOC(=O)C (hexane AcOEt). Yields the product ClC=1C=C2C(C(N(C2=CC1)S(=O)(=O)C1=CC=C(C=C1)NC(=O)N(CC)CC)=O)(N(C)C)C1=C(C=CC=C1)Cl (5-Chloro-3-(2-chlorophenyl)-1-[4-(N',N'-diethylureido)benzenesulfonyl]-1,3-dihydro-3-(dimethylamino)indol-2-one). Reaction SMILES: [Cl:1][C:2]1[CH:3]=[C:4]2[C:8](=[CH:9][CH:10]=1)[NH:7][C:6](=[O:11])[C:5]2([C:15]1[CH:20]=[CH:19][CH:18]=[CH:17][C:16]=1[Cl:21])[N:12]([CH3:14])[CH3:13].[CH2:22]([N:24]([CH2:38][CH3:39])[C:25](=[O:37])[NH:26][C:27]1[CH:32]=[CH:31][C:30]([S:33](Cl)(=[O:35])=[O:34])=[CH:29][CH:28]=1)[CH3:23]>CCCCCC.CCOC(C)=O>[Cl:1][C:2]1[CH:3]=[C:4]2[C:8](=[CH:9][CH:10]=1)[N:7]([S:33]([C:30]1[CH:29]=[CH:28][C:27]([NH:26][C:25]([N:24]([CH2:38][CH3:39])[CH2:22][CH3:23])=[O:37])=[CH:32][CH:31]=1)(=[O:35])=[O:34])[C:6](=[O:11])[C:5]2([C:15]1[CH:20]=[CH:19][CH:18]=[CH:17][C:16]=1[Cl:21])[N:12]([CH3:14])[CH3:13] |f:2.3|. Procedure details: This compound is prepared according to the procedure described in EXAMPLE 1 from 0.500 g of 5-chloro-3-(2-chlorophenyl)-1,3-dihydro-3-(dimethylamino)indol-2-one and 0.453 g of 4-(N',N'-diethylureido)benzenesulfonyl chloride. Chromatography on silica using a gradient of a hexane/AcOEt mixture (80/20; v/v to 60/40; v/v) as the eluent gives the expected product after crystallization from a DCM/iso ether mixture. m=0.520 g. M.p.=146°-150° C. Yield: 97.8%. Starting materials: NCC=1N(C=CC1)C1=C(C(=C(C=C1)Cl)CO[Si](C1=CC=CC=C1)(C1=CC=CC=C1)C(C)(C)C)Cl (2-aminomethyl-1-[3-(tert-butyldiphenylsilyloxymethyl)-2,4-dichlorophenyl]pyrrole), CNC(=O)C1=CC=C(C=CC(=O)O)C=C1 (4-(methylcarbamoyl)cinnamic acid), Cl.C(C)N=C=NCCCN(C)C (1-ethyl-3-(3-dimethylaminopropyl)carbodiimide hydrochloride), ON1N=NC2=C1C=CC=C2 (1-hydroxybenzotriazole). RXN SMILES: [NH2:1][CH2:2][C:3]1[N:4]([C:8]2[CH:13]=[CH:12][C:11]([Cl:14])=[C:10]([CH2:15][O:16][Si:17]([C:30]([CH3:33])([CH3:32])[CH3:31])([C:24]3[CH:29]=[CH:28][CH:27]=[CH:26][CH:25]=3)[C:18]3[CH:23]=[CH:22][CH:21]=[CH:20][CH:19]=3)[C:9]=2[Cl:34])[CH:5]=[CH:6][CH:7]=1.[CH3:35][NH:36][C:37]([C:39]1[CH:49]=[CH:48][C:42]([CH:43]=[CH:44][C:45](O)=[O:46])=[CH:41][CH:40]=1)=[O:38].Cl.C(N=C=NCCCN(C)C)C.ON1C2C=CC=CC=2N=N1>CN(C)C=O>[Si:17]([O:16][CH2:15][C:10]1[C:9]([Cl:34])=[C:8]([N:4]2[CH:5]=[CH:6][CH:7]=[C:3]2[CH2:2][NH:1][C:45](=[O:46])[CH:44]=[CH:43][C:42]2[CH:48]=[CH:49][C:39]([C:37](=[O:38])[NH:36][CH3:35])=[CH:40][CH:41]=2)[CH:13]=[CH:12][C:11]=1[Cl:14])([C:30]([CH3:31])([CH3:33])[CH3:32])([C:18]1[CH:23]=[CH:22][CH:21]=[CH:20][CH:19]=1)[C:24]1[CH:25]=[CH:26][CH:27]=[CH:28][CH:29]=1 |f:2.3|. Reaction conditions: time 3 hour. Reported procedure: To a solution of 2-aminomethyl-1-[3-(tert-butyldiphenylsilyloxymethyl)-2,4-dichlorophenyl]pyrrole (465 mg) in anhydrous dimethylformamide (7 ml) were added 4-(methylcarbamoyl)cinnamic acid (206 mg), 1-ethyl-3-(3-dimethylaminopropyl)carbodiimide hydrochloride (219 mg) and 1-hydroxybenzotriazole (185 mg). The mixture was stirred at ambient temperature for 3 hours and partitioned between ethyl acetate and water. The organic layer was isolated and the aqueous layer was extracted with ethyl acetate. ... Run in CN(C=O)C (dimethylformamide). Product: [Si](C1=CC=CC=C1)(C1=CC=CC=C1)(C(C)(C)C)OCC=1C(=C(C=CC1Cl)N1C(=CC=C1)CNC(C=CC1=CC=C(C=C1)C(NC)=O)=O)Cl (1-[3-(tert-butyldiphenylsilyloxymethyl)-2,4-dichlorophenyl]-2-[4-(methylcarbamoyl)cinnamoylaminomethyl]pyrrole).